This data is from the Open Reaction Database (ORD), a public repository of structured organic reaction records. The task is: describe an organic reaction: reactants, conditions, products, and yield Starting materials: NC1=C(C=CC=C1)N=CC=1C=CC2=C(N(C3=C(S2)N=CC=N3)COC)C1 (2-amino-1-[N-[(10-methoxymethyl-10H-pyrazino[2,3-b][1,4]benzothiazin-8-yl)methylene]]aminobenzene). Run in N1=CC=CC=C1 (pyridine). The product is N1=C(NC2=C1C=CC=C2)C=2C=CC1=C(N(C3=C(S1)N=CC=N3)COC)C2 (8-(Benzimidazol-2-yl)-10-methoxymethyl-10H-pyrazino[2,3-b][1,4]benzothiazine). Isolated yield 51.1%. RXN SMILES: [NH2:1][C:2]1[CH:7]=[CH:6][CH:5]=[CH:4][C:3]=1[N:8]=[CH:9][C:10]1[CH:11]=[CH:12][C:13]2[S:18][C:17]3[N:19]=[CH:20][CH:21]=[N:22][C:16]=3[N:15]([CH2:23][O:24][CH3:25])[C:14]=2[CH:26]=1>N1C=CC=CC=1>[N:8]1[C:3]2[CH:4]=[CH:5][CH:6]=[CH:7][C:2]=2[NH:1][C:9]=1[C:10]1[CH:11]=[CH:12][C:13]2[S:18][C:17]3[N:19]=[CH:20][CH:21]=[N:22][C:16]=3[N:15]([CH2:23][O:24][CH3:25])[C:14]=2[CH:26]=1. Procedure details: 610 mg of 2-amino-1-[N-[(10-methoxymethyl-10H-pyrazino[2,3-b][1,4]benzothiazin-8-yl)methylene]]aminobenzene was heated under reflux in 3 ml of pyridine for 8 hours. Then the reaction mixture was brought back to room temperature and eluted with ethyl acetate. The crystals thus precipitated were ground and filtered to thereby give 310 mg of the title compound as yellow crystals. As a reaction SMILES: [CH2:27]([CH3:28])[NH:29][CH2:30][CH3:31].[Cl:1][CH2:2][CH2:3][CH2:4][O:5][c:6]1[cH:7][cH:8][c:9](-[c:12]2[cH:13][cH:14][c:15]([C:18](=[O:19])[N:20]3[CH:21]([CH3:26])[CH2:22][CH2:23][CH:24]3[CH3:25])[cH:16][cH:17]2)[cH:10][cH:11]1>>[CH2:2]([CH2:3][CH2:4][O:5][c:6]1[cH:7][cH:8][c:9](-[c:12]2[cH:13][cH:14][c:15]([C:18](=[O:19])[N:20]3[CH:21]([CH3:26])[CH2:22][CH2:23][CH:24]3[CH3:25])[cH:16][cH:17]2)[cH:10][cH:11]1)[N:29]([CH2:27][CH3:28])[CH2:30][CH3:31]. Reactants: CCNCC, CC1CCC(C)N1C(=O)c1ccc(-c2ccc(OCCCCl)cc2)cc1. Product: CCN(CC)CCCOc1ccc(-c2ccc(C(=O)N3C(C)CCC3C)cc2)cc1. Reactants: ClC1=NC=CC(=N1)C=1C(=NN2C1C=CC=C2)C=2C=C(C=CC2)NC(C2=C(C=CC=C2F)F)=O (N-{3-[3-(2-Chloro-4-pyrimidinyl)pyrazolo[1,5-a]pyridin-2-yl]phenyl}-2,6-difluorobenzamide), N1(CCOCC1)CCCC=1C=C(C=CC1)N ({3-[3-(4-morpholinyl)propyl]phenyl}amine). Product: FC1=C(C(=O)NC2=CC(=CC=C2)C2=NN3C(C=CC=C3)=C2C2=NC(=NC=C2)NC2=CC(=CC=C2)CCCN2CCOCC2)C(=CC=C1)F (2,6-Difluoro-N-(3-{3-[2-({3-[3-(4-morpholinyl)propyl]phenyl}amino)-4-pyrimidinyl]pyrazolo[1,5-a]pyridin-2-yl}phenyl)benzamide). As a reaction SMILES: Cl[C:2]1[N:7]=[C:6]([C:8]2[C:9]([C:17]3[CH:18]=[C:19]([NH:23][C:24](=[O:33])[C:25]4[C:30]([F:31])=[CH:29][CH:28]=[CH:27][C:26]=4[F:32])[CH:20]=[CH:21][CH:22]=3)=[N:10][N:11]3[CH:16]=[CH:15][CH:14]=[CH:13][C:12]=23)[CH:5]=[CH:4][N:3]=1.[N:34]1([CH2:40][CH2:41][CH2:42][C:43]2[CH:44]=[C:45]([NH2:49])[CH:46]=[CH:47][CH:48]=2)[CH2:39][CH2:38][O:37][CH2:36][CH2:35]1>>[F:32][C:26]1[CH:27]=[CH:28][CH:29]=[C:30]([F:31])[C:25]=1[C:24]([NH:23][C:19]1[CH:20]=[CH:21][CH:22]=[C:17]([C:9]2[C:8]([C:6]3[CH:5]=[CH:4][N:3]=[C:2]([NH:49][C:45]4[CH:46]=[CH:47][CH:48]=[C:43]([CH2:42][CH2:41][CH2:40][N:34]5[CH2:35][CH2:36][O:37][CH2:38][CH2:39]5)[CH:44]=4)[N:7]=3)=[C:12]3[CH:13]=[CH:14][CH:15]=[CH:16][N:11]3[N:10]=2)[CH:18]=1)=[O:33]. Reported procedure: N-{3-[3-(2-Chloro-4-pyrimidinyl)pyrazolo[1,5-a]pyridin-2-yl]phenyl}-2,6-difluorobenzamide and {3-[3-(4-morpholinyl)propyl]phenyl}amine were reacted in a manner analogous to Example 27, Step D, to give the title compound. MS (ESI): M+H=646.27. Reactants: BrC1=CC(=C(C(=C1)C)C=1C(C(CC1OC)=CC1=NC=CC=C1)=O)C (2-(4-bromo-2,6-dimethylphenyl)-3-methoxy-5-[1-pyridin-2-ylmethylidene]cyclopent-2-enone). Reagents/catalysts: [Zn] (zinc). Solvent: C(C)(=O)O (acetic acid). Reaction conditions: temperature 27.5 celsius, time 6.5 hour. The product is BrC1=CC(=C(C(=C1)C)C=1C(C(CC1OC)CC1=NC=CC=C1)=O)C (rac-2-(4-bromo-2,6-dimethylphenyl)-3-methoxy-5-pyridin-2-ylmethylcyclopent-2-enone). Reaction SMILES: [Br:1][C:2]1[CH:7]=[C:6]([CH3:8])[C:5]([C:9]2[C:10](=[O:23])[C:11](=[CH:16][C:17]3[CH:22]=[CH:21][CH:20]=[CH:19][N:18]=3)[CH2:12][C:13]=2[O:14][CH3:15])=[C:4]([CH3:24])[CH:3]=1>C(O)(=O)C.[Zn]>[Br:1][C:2]1[CH:3]=[C:4]([CH3:24])[C:5]([C:9]2[C:10](=[O:23])[CH:11]([CH2:16][C:17]3[CH:22]=[CH:21][CH:20]=[CH:19][N:18]=3)[CH2:12][C:13]=2[O:14][CH3:15])=[C:6]([CH3:8])[CH:7]=1. Procedure: To a solution of 2-(4-bromo-2,6-dimethylphenyl)-3-methoxy-5-[1-pyridin-2-ylmethylidene]cyclopent-2-enone (2.8 g, 7.3 mmol) in acetic acid (30 ml) is added zinc powder (2.3 g, 36.5 mmol) at 25-30°C. The resulting suspension is stirred at 25-30°C. for 6-7 hours, then filtered through a bed of diatomaceous earth and washed with methanol (20 ml×2). The filtrate is concentrated under vacuum, water is added and the crude product is extracted with ethyl acetate (50 ml×3). The combined organic fractions... Starting materials: N(=C=O)C=1C=C2C(C(=O)OC2=O)=CC1 (4-isocyanato phthalic acid anhydride), C1=CC2=C(C=C1C(=O)Cl)C(=O)OC2=O (trimellitic acid anhydride chloride), 4-chlorosulphonyl-1,8-naphthalic acid anhydride, C(\C=C\C=C\C)(=O)O (sorbic acid), C1(\C=C/C(=O)O1)=O (maleic acid anhydride). The product is N(=C=O)C1=C2C(C(=O)OC2=O)=CC=C1 (3-isocyanato phthalic acid anhydride). Reaction SMILES: [N:1](C1C=C2C(=O)OC(=O)C2=CC=1)=[C:2]=[O:3].[CH:15]1[C:20](C(Cl)=O)=[CH:19][C:18]2[C:24]([O:26][C:27](=[O:28])[C:17]=2[CH:16]=1)=[O:25].C(O)(=O)/C=C/C=C/C.C1(=O)OC(=O)C=C1>>[N:1]([C:16]1[CH:15]=[CH:20][CH:19]=[C:18]2[C:24]([O:26][C:27](=[O:28])[C:17]=12)=[O:25])=[C:2]=[O:3]. Procedure details: 4-isocyanato phthalic acid anhydride; trimellitic acid anhydride chloride; 4-chlorosulphonyl-1,8-naphthalic acid anhydride; and the Diels-Alder reaction product of sorbic acid and maleic acid anhydride.